Dataset: the Open Reaction Database (ORD), a public repository of structured organic reaction records. Task: describe an organic reaction: reactants, conditions, products, and yield The reactants are C(CCCCCCCCCCCCCCCCC)OC1=C(C(=O)C2=CC=CC=C2)C=CC(=C1OCCCCCCCCCCCCCCCCCC)OCCCCCCCCCCCCCCCCCC (2,3,4-Tris(octadecyloxy)benzophenone), [BH4-].[Na+] (sodium borohydride), [BH4-].[Na+] (sodium borohydride), Cl (hydrochloric acid). The solvent is C(Cl)(Cl)Cl (chloroform), CO (methanol). Run at temperature 45 celsius, time 2 hour. The product is C(CCCCCCCCCCCCCCCCC)OC1=C(C(C2=CC=CC=C2)O)C=CC(=C1OCCCCCCCCCCCCCCCCCC)OCCCCCCCCCCCCCCCCCC (2,3,4-tris(octadecyloxy)benzhydryl alcohol). The yield is 99.0%. Reaction SMILES: [CH2:1]([O:19][C:20]1[C:33]([O:34][CH2:35][CH2:36][CH2:37][CH2:38][CH2:39][CH2:40][CH2:41][CH2:42][CH2:43][CH2:44][CH2:45][CH2:46][CH2:47][CH2:48][CH2:49][CH2:50][CH2:51][CH3:52])=[C:32]([O:53][CH2:54][CH2:55][CH2:56][CH2:57][CH2:58][CH2:59][CH2:60][CH2:61][CH2:62][CH2:63][CH2:64][CH2:65][CH2:66][CH2:67][CH2:68][CH2:69][CH2:70][CH3:71])[CH:31]=[CH:30][C:21]=1[C:22]([C:24]1[CH:29]=[CH:28][CH:27]=[CH:26][CH:25]=1)=[O:23])[CH2:2][CH2:3][CH2:4][CH2:5][CH2:6][CH2:7][CH2:8][CH2:9][CH2:10][CH2:11][CH2:12][CH2:13][CH2:14][CH2:15][CH2:16][CH2:17][CH3:18].[BH4-].[Na+].Cl>C(Cl)(Cl)Cl.CO>[CH2:1]([O:19][C:20]1[C:33]([O:34][CH2:35][CH2:36][CH2:37][CH2:38][CH2:39][CH2:40][CH2:41][CH2:42][CH2:43][CH2:44][CH2:45][CH2:46][CH2:47][CH2:48][CH2:49][CH2:50][CH2:51][CH3:52])=[C:32]([O:53][CH2:54][CH2:55][CH2:56][CH2:57][CH2:58][CH2:59][CH2:60][CH2:61][CH2:62][CH2:63][CH2:64][CH2:65][CH2:66][CH2:67][CH2:68][CH2:69][CH2:70][CH3:71])[CH:31]=[CH:30][C:21]=1[CH:22]([OH:23])[C:24]1[CH:29]=[CH:28][CH:27]=[CH:26][CH:25]=1)[CH2:2][CH2:3][CH2:4][CH2:5][CH2:6][CH2:7][CH2:8][CH2:9][CH2:10][CH2:11][CH2:12][CH2:13][CH2:14][CH2:15][CH2:16][CH2:17][CH3:18] |f:1.2|. Reported procedure: 2,3,4-Tris(octadecyloxy)benzophenone (3.00 g, 3.04 mmol) was dissolved in a mixed solvent of chloroform (30 mL) and methanol (10 mL), sodium borohydride (360 mg, 9.51 mmol) was added, and the mixture was stirred at 45° C. for 2 hr. After completion of the reaction, 0.1 mol/L aqueous hydrochloric acid was added dropwise to decompose unreacted sodium borohydride and the mixture was washed with 1.0 mol/L aqueous hydrochloric acid. The organic layer was dried over sodium sulfate and filtered, and th... The reactants are [N+](=O)(O)[O-] (nitric acid), Ice water, CC1=C(C(=O)O)C(=CC=C1)C (2,6-dimethylbenzoic acid), [N+](=O)(O)[O-] (nitric acid). Run in S(O)(O)(=O)=O (sulfuric acid), S(O)(O)(=O)=O (sulfuric acid), S(O)(O)(=O)=O (sulfuric acid). Conditions: time 1 hour. The product is CC1=C(C(=O)O)C(=CC=C1[N+](=O)[O-])C (2,6-dimethyl-3-nitrobenzoic acid). RXN SMILES: [CH3:1][C:2]1[CH:10]=[CH:9][CH:8]=[C:7]([CH3:11])[C:3]=1[C:4]([OH:6])=[O:5].[N+:12]([O-])([OH:14])=[O:13]>S(=O)(=O)(O)O>[CH3:1][C:2]1[C:10]([N+:12]([O-:14])=[O:13])=[CH:9][CH:8]=[C:7]([CH3:11])[C:3]=1[C:4]([OH:6])=[O:5]. Reported procedure: To a solution of 2,6-dimethylbenzoic acid (20 g) in conc. sulfuric acid (100 ml) was dropwise added under ice-cooling a mixture of 70% nitric acid and conc. sulfuric acid (21.6 ml), which was prepared by dropwise adding conc. sulfuric acid (10.8 ml) to 70% nitric acid (15.1 ml) under ice-cooling, and the mixture was stirred for 1 hour at the same temperature. Ice-water was added to the reaction mixture, and the resulting precipitates were filtered off. The filtrate was concentrated, and the resi...